This data is from the Open Reaction Database (ORD), a public repository of structured organic reaction records. The task is: describe an organic reaction: reactants, conditions, products, and yield The reactants are CCCC(=O)Cl, CCOC(C)=O, COc1cc(OC(F)(F)F)ccc1-c1nc(OC)c(N)cc1C, CCN(C(C)C)C(C)C, ClCCl. The product is CCCC(=O)Nc1cc(C)c(-c2ccc(OC(F)(F)F)cc2OC)nc1OC. RXN SMILES: [C:1]([CH2:2][CH2:3][CH3:4])(=[O:5])[Cl:6].[CH3:39][CH2:40][O:41][C:42]([CH3:43])=[O:44].[CH3:7][O:8][c:9]1[n:10][c:11](-[c:17]2[c:18]([O:28][CH3:29])[cH:19][c:20]([O:23][C:24]([F:25])([F:26])[F:27])[cH:21][cH:22]2)[c:12]([CH3:16])[cH:13][c:14]1[NH2:15].[CH:30]([N:31]([CH:32]([CH3:33])[CH3:34])[CH2:35][CH3:36])([CH3:37])[CH3:38].[Cl:45][CH2:46][Cl:47]>>[C:1]([CH2:2][CH2:3][CH3:4])(=[O:5])[NH:15][c:14]1[c:9]([O:8][CH3:7])[n:10][c:11](-[c:17]2[c:18]([O:28][CH3:29])[cH:19][c:20]([O:23][C:24]([F:25])([F:26])[F:27])[cH:21][cH:22]2)[c:12]([CH3:16])[cH:13]1. Starting materials: BrC1=CC=C(C=C1)C(C#N)=C(C1=C(C=CC=C1)C(F)(F)F)O (α-(4-bromophenyl)-β-hydroxy-β-(2-trifluoromethylphenyl)acrylonitrile), ClC(C)Cl (dichloroethane), C(CC)S(=O)(=O)Cl (n-propanesulfonyl chloride), ClC(C)Cl (dichloroethane). RXN SMILES: [Br:1][C:2]1[CH:7]=[CH:6][C:5]([C:8](=[C:11]([OH:22])[C:12]2[CH:17]=[CH:16][CH:15]=[CH:14][C:13]=2[C:18]([F:21])([F:20])[F:19])[C:9]#[N:10])=[CH:4][CH:3]=1.ClC(Cl)C.[CH2:27]([S:30](Cl)(=[O:32])=[O:31])[CH2:28][CH3:29]>C(N(CC)CC)C>[Br:1][C:2]1[CH:3]=[CH:4][C:5]([C:8](=[C:11]([O:22][S:30]([CH2:27][CH2:28][CH3:29])(=[O:32])=[O:31])[C:12]2[CH:17]=[CH:16][CH:15]=[CH:14][C:13]=2[C:18]([F:20])([F:21])[F:19])[C:9]#[N:10])=[CH:6][CH:7]=1. Run in C(C)N(CC)CC (triethylamine). Procedure: 60 mg of triethylamine was added to a mixture comprising 0.20 g of α-(4-bromophenyl)-β-hydroxy-β-(2-trifluoromethylphenyl)acrylonitrile and 6 ml of dichloroethane. Then, a mixture comprising 77 mg of n-propanesulfonyl chloride and 2 ml of dichloroethane, was dropwise added thereto. After completion of the dropwise addition, the mixture was reacted for 15 hours at room temperature. Yields the product BrC1=CC=C(C=C1)C(C#N)=C(C1=C(C=CC=C1)C(F)(F)F)OS(=O)(=O)CCC (α-(4-bromophenyl)-β-(n-propylsulfonyloxy)-β-(2-trifluoromethylphenyl)acrylonitrile). Starting materials: ClS(=O)(=O)CC(=O)Cl (2-(chlorosulfonyl)acetyl chloride), CCOCC (Et2O), CO (methanol), CCOCC (Et2O). Conditions: time 15 minute. Product: ClS(=O)(=O)CC(=O)OC (methyl 2-(chlorosulfonyl)acetate). The yield is 95.0%. Reaction SMILES: [Cl:1][S:2](CC(Cl)=O)(=[O:4])=[O:3].C[OH:10].[CH3:11][CH2:12][O:13][CH2:14]C>>[Cl:1][S:2]([CH2:11][C:12]([O:13][CH3:14])=[O:10])(=[O:4])=[O:3]. Procedure details: To a solution of 2-(chlorosulfonyl)acetyl chloride (1 g, 5.65 mmol) in dry Et2O (5 ml) cooled to 0° C., a solution of methanol (0.286 g, 6.21 mmol) in dry Et2O (1 ml) was added dropwise. After 15 minutes, the mixture was warmed to RT and stirred for 2 hours. The solvent was evaporated and the desired compound was obtained (1 g, 5.36 mmol, 95% yield) and used in the next step without further purification. The reactants are C(#N)C(C=1C=C(C=CC1[N+](=O)[O-])C(C(=O)OCC)(C(=O)OCC)C)C(=O)OCC (diethyl 2-[3-[cyano(ethoxycarbonyl)methyl]-4-nitrophenyl]-2-methylmalonate), S(O)(O)(=O)=O (sulfuric acid). Run in C(C)(=O)O (acetic acid), O (water), O (water). The product is C(=O)(O)CC=1C=C(C=CC1[N+](=O)[O-])C(C(=O)O)C (2-(3-carboxymethyl-4-nitrophenyl)propionic acid). The yield is 75.0%. RXN SMILES: S(=O)(=O)(O)O.C([CH:8]([C:30]([O:32]CC)=[O:31])[C:9]1[CH:10]=[C:11]([C:18](C)([C:24](OCC)=O)[C:19]([O:21]CC)=[O:20])[CH:12]=[CH:13][C:14]=1[N+:15]([O-:17])=[O:16])#N>C(O)(=O)C.O>[C:30]([CH2:8][C:9]1[CH:10]=[C:11]([CH:18]([CH3:24])[C:19]([OH:21])=[O:20])[CH:12]=[CH:13][C:14]=1[N+:15]([O-:17])=[O:16])([OH:32])=[O:31]. Procedure details: In acetic acid (1 mL) was dissolved diethyl 2-[3-[cyano(ethoxycarbonyl)methyl]-4-nitrophenyl]-2-methylmalonate (obtained in the same manner as in Example 5, 406 mg, 1 mmol.). The solution was heated for 36 hours under reflux, after addition of water (0.9 mL) and concentrated sulfuric acid (0.1 mL). The reaction mixture was diluted with water, and then extracted with ethyl acetate. The ethyl acetate portion was washed successively with water and an aqueous saturated sodium chloride solution, and ...